Dataset: the Open Reaction Database (ORD), a public repository of structured organic reaction records. Task: describe an organic reaction: reactants, conditions, products, and yield Run in C(=O)(C(F)(F)F)O (TFA). Product: C1(=CC=CC=C1)C=1C(=NC=2CCC=3C(C2C1)=NNC3)C3=CC=C(C=C3)C3(CCC3)N (1-(4-(8-phenyl-4,5-dihydro-2H-pyrazolo[3,4-f]quinolin-7-yl)phenyl)cyclobutanamine). Yield: 63.7%. RXN SMILES: [C:1]1([C:7]2[C:8]([C:20]3[CH:25]=[CH:24][C:23]([C:26]4([NH:30]C(=O)OC(C)(C)C)[CH2:29][CH2:28][CH2:27]4)=[CH:22][CH:21]=3)=[N:9][C:10]3[CH2:11][CH2:12][C:13]4[C:14](=[N:17][NH:18][CH:19]=4)[C:15]=3[CH:16]=2)[CH:6]=[CH:5][CH:4]=[CH:3][CH:2]=1>C(O)(C(F)(F)F)=O>[C:1]1([C:7]2[C:8]([C:20]3[CH:21]=[CH:22][C:23]([C:26]4([NH2:30])[CH2:29][CH2:28][CH2:27]4)=[CH:24][CH:25]=3)=[N:9][C:10]3[CH2:11][CH2:12][C:13]4[C:14](=[N:17][NH:18][CH:19]=4)[C:15]=3[CH:16]=2)[CH:6]=[CH:5][CH:4]=[CH:3][CH:2]=1. Starting materials: C1(=CC=CC=C1)C=1C(=NC=2CCC=3C(C2C1)=NNC3)C3=CC=C(C=C3)C3(CCC3)NC(OC(C)(C)C)=O (Tert-butyl (1-(4-(8-phenyl-4,5-dihydro-2H-pyrazolo[3,4-f]quinolin-7-yl)phenyl)cyclobutyl)carbamate). Run at time 30 second. Reported procedure: Tert-butyl (1-(4-(8-phenyl-4,5-dihydro-2H-pyrazolo[3,4-f]quinolin-7-yl)phenyl)cyclobutyl)carbamate (6 mg, 0.012 mmol) was dissolved in TFA (0.8 mL) and stirred for 30 seconds. The solution was immediately concentrated to dryness under reduced pressure. The residue was dissolved in diethyl ether (˜2 mL) and concentrated to dryness under reduced pressure three times. The residue was then slurried in diethyl ether (2 mL) and after settling the supernatant solvent removed by pipette. This was repeat... Starting materials: C(C1=CC=CC=C1)C1NCCC2=CC(=C(C=C12)OC)OC (1-benzyl-6,7-dimethoxy-1,2,3,4-tetrahydroisoquinoline), BrCC(=O)Br (2-bromoacetyl bromide), FC1=C(CN)C=C(C=C1)F (2,5-difluorobenzylamine). Yields the product C(C1=CC=CC=C1)C1N(CCC2=CC(=C(C=C12)OC)OC)CC(=O)NCC1=C(C=CC(=C1)F)F (2-(1-Benzyl-6,7-dimethoxy-3,4-dihydro-1H-isoquinolin-2-yl)-N-(2,5-difluoro-benzyl)-acetamide). Reaction SMILES: [CH2:1]([CH:8]1[C:17]2[C:12](=[CH:13][C:14]([O:20][CH3:21])=[C:15]([O:18][CH3:19])[CH:16]=2)[CH2:11][CH2:10][NH:9]1)[C:2]1[CH:7]=[CH:6][CH:5]=[CH:4][CH:3]=1.Br[CH2:23][C:24](Br)=[O:25].[F:27][C:28]1[CH:35]=[CH:34][C:33]([F:36])=[CH:32][C:29]=1[CH2:30][NH2:31]>>[CH2:1]([CH:8]1[C:17]2[C:12](=[CH:13][C:14]([O:20][CH3:21])=[C:15]([O:18][CH3:19])[CH:16]=2)[CH2:11][CH2:10][N:9]1[CH2:23][C:24]([NH:31][CH2:30][C:29]1[CH:32]=[C:33]([F:36])[CH:34]=[CH:35][C:28]=1[F:27])=[O:25])[C:2]1[CH:3]=[CH:4][CH:5]=[CH:6][CH:7]=1. Reported procedure: prepared by reaction of 1-benzyl-6,7-dimethoxy-1,2,3,4-tetrahydroisoquinoline and 2-bromoacetyl bromide with 2,5-difluorobenzylamine Reactants: C(C)(C)(C)OC(=O)N1CCC(CC1)C1CC=2C(=CN=C(C2)C2=C(C=C(C=C2)C(=O)O)F)O1 (4-[5-(4-carboxy-2-fluoro-phenyl)-2,3-dihydro-furo[2,3-c]pyridin-2-yl]-piperidine-1-carboxylic acid tert-butyl ester), CN (methylamine). Reaction SMILES: [C:1]([O:5][C:6]([N:8]1[CH2:13][CH2:12][CH:11]([CH:14]2[O:32][C:17]3=[CH:18][N:19]=[C:20]([C:22]4[CH:27]=[CH:26][C:25]([C:28]([OH:30])=O)=[CH:24][C:23]=4[F:31])[CH:21]=[C:16]3[CH2:15]2)[CH2:10][CH2:9]1)=[O:7])([CH3:4])([CH3:3])[CH3:2].[CH3:33][NH2:34]>>[C:1]([O:5][C:6]([N:8]1[CH2:13][CH2:12][CH:11]([CH:14]2[O:32][C:17]3=[CH:18][N:19]=[C:20]([C:22]4[CH:27]=[CH:26][C:25]([C:28](=[O:30])[NH:34][CH3:33])=[CH:24][C:23]=4[F:31])[CH:21]=[C:16]3[CH2:15]2)[CH2:10][CH2:9]1)=[O:7])([CH3:3])([CH3:2])[CH3:4]. Reported procedure: The title compound is prepared from 4-[5-(4-carboxy-2-fluoro-phenyl)-2,3-dihydro-furo[2,3-c]pyridin-2-yl]-piperidine-1-carboxylic acid tert-butyl ester and methylamine following a procedure analogous to that described in Example 26. LC (method 7): tR=1.25 min; Mass spectrum (ESI+): m/z=456 [M+H]+. The product is C(C)(C)(C)OC(=O)N1CCC(CC1)C1CC=2C(=CN=C(C2)C2=C(C=C(C=C2)C(NC)=O)F)O1 (4-[5-(2-Fluoro-4-methylcarbamoyl-phenyl)-2,3-dihydro-furo[2,3-c]pyridin-2-yl]-piperidine-1-carboxylic acid tert-butyl ester). Reactants: C1=CC2=CC(=CC3=C2C(=C1)C(=O)OC3=O)Br (3-bromo-1,8-naphthalic anhydride), C1=CC2=CC(=CC3=C2C(=C1)C(=O)OC3=O)Br (3-bromo-1,8-naphthalic anhydride), [OH-].[Na+] (sodium hydroxide). The reagents and catalysts are [Hg]=O (mercury(II) oxide). Run in O (water), O (water), C(C)(=O)O (acetic acid). The product is BrC=1C=C(C2=CC=CC=C2C1)C(=O)O (3-Bromo-1-naphthoic acid). As a reaction SMILES: [CH:1]1[CH:10]=[C:9]2C([O:13][C:14](=[O:15])[C:7]3=[C:8]2[C:3](=[CH:4][C:5]([Br:16])=[CH:6]3)[CH:2]=1)=O.[OH-].[Na+]>O.C(O)(=O)C.[Hg]=O>[Br:16][C:5]1[CH:6]=[C:7]([C:14]([OH:15])=[O:13])[C:8]2[C:3]([CH:4]=1)=[CH:2][CH:1]=[CH:10][CH:9]=2 |f:1.2|. Procedure: To a mixture of 3-bromo-1,8-naphthalic anhydride (compound 74, 22.8 g, 82.4 mmol) and sodium hydroxide (13.2 g, 330 mmol) in water (500 mL) was added a solution of mercury(II) oxide (23.2 g, 107 mmol) in water (70 mL) and glacial acetic acid (24 mL). The reaction mixture was heated at reflux for 4 days and then cooled to room temperature. The resulting solid was filtered and dried in vacuo. Starting materials: C(#C)C1=CC2=CC=C(C=C2C=C1)OC (2-ethynyl-6-methoxynaphthalene), BrC1=C(C=CC(=C1)Cl)O (2-bromo-4-chlorophenol). The reagents and catalysts are [Cu]I (copper (I) iodide), C=1C=CC(=CC1)[P](C=2C=CC=CC2)(C=3C=CC=CC3)[Pd]([P](C=4C=CC=CC4)(C=5C=CC=CC5)C=6C=CC=CC6)([P](C=7C=CC=CC7)(C=8C=CC=CC8)C=9C=CC=CC9)[P](C=1C=CC=CC1)(C=1C=CC=CC1)C=1C=CC=CC1 (tetrakis(triphenylphosphine)palladium). Solvent: C(C)N(CC)CC (triethylamine), C(C)NCC (diethylamine). Yields the product ClC=1C=CC2=C(C=C(O2)C2=CC3=CC=C(C=C3C=C2)OC)C1 (5-Chloro-2-(6-methoxy-naphth-2-yl)-1-benzofuran). Yield: 64.8%. As a reaction SMILES: [C:1]([C:3]1[CH:12]=[CH:11][C:10]2[C:5](=[CH:6][CH:7]=[C:8]([O:13][CH3:14])[CH:9]=2)[CH:4]=1)#[CH:2].Br[C:16]1[CH:21]=[C:20]([Cl:22])[CH:19]=[CH:18][C:17]=1[OH:23]>C(N(CC)CC)C.C(NCC)C.[Cu]I.C1C=CC([P]([Pd]([P](C2C=CC=CC=2)(C2C=CC=CC=2)C2C=CC=CC=2)([P](C2C=CC=CC=2)(C2C=CC=CC=2)C2C=CC=CC=2)[P](C2C=CC=CC=2)(C2C=CC=CC=2)C2C=CC=CC=2)(C2C=CC=CC=2)C2C=CC=CC=2)=CC=1>[Cl:22][C:20]1[CH:19]=[CH:18][C:17]2[O:23][C:1]([C:3]3[CH:12]=[CH:11][C:10]4[C:5](=[CH:6][CH:7]=[C:8]([O:13][CH3:14])[CH:9]=4)[CH:4]=3)=[CH:2][C:16]=2[CH:21]=1 |^1:41,43,62,81|. Procedure: A mixture of 2-ethynyl-6-methoxynaphthalene (1.82 g, 10 mmol), 2-bromo-4-chlorophenol (2.01 g, 10 mmol), copper (I) iodide (0.1 g, 0.52 mmol), tetrakis(triphenylphosphine)palladium (0.58 g, 0.5 mmol) in triethylamine (10 mL) and diethylamine (10 mL) was heated at reflux for 1 hour under an atmosphere of nitrogen then cooled to room temperature. The solid was collected by filtration, washed with ether and dried to give the title compound as a solid (2.0 g). 1HNMR (300 MHz, DMSO-d6): δ8.4 (s, 1H),... The reactants are solid, Cl.Cl.Cl.O1CCC=2C1=C(N=CC2)N2CCN(CC2)CC[C@@H]2CC[C@H](CC2)N (trans-4-{2-[4-(2,3-dihydro-furo[2,3-c]pyridin-7-yl)-piperazin-1-yl]-ethyl}-cyclohexylamine trihydrochloride), Cl.Cl.Cl.O1CCC=2C1=C(N=CC2)N2CCN(CC2)CC[C@@H]2CC[C@H](CC2)N (trans-4-{2-[4-(2,3-dihydro-furo[2,3-c]pyridin-7-yl)-piperazin-1-yl]-ethyl}-cyclohexylamine trihydrochloride), C1(=CC=C(C=C1)C(=O)O)C1=CC=CC=C1 (biphenyl-4-carboxylic acid). Product: O1CCC=2C1=C(N=CC2)N2CCN(CC2)CC[C@@H]2CC[C@H](CC2)NC(=O)C2=CC=C(C=C2)C2=CC=CC=C2 (Biphenyl-4-carboxylic acid trans-(4-{2-[4-(2,3-dihydro-furo[2,3-c]pyridin-7-yl)-piperazin-1-yl]-ethyl}-cyclohexyl)-amide). RXN SMILES: Cl.Cl.Cl.[O:4]1[C:8]2=[C:9]([N:13]3[CH2:18][CH2:17][N:16]([CH2:19][CH2:20][C@H:21]4[CH2:26][CH2:25][C@H:24]([NH2:27])[CH2:23][CH2:22]4)[CH2:15][CH2:14]3)[N:10]=[CH:11][CH:12]=[C:7]2[CH2:6][CH2:5]1.[C:28]1([C:37]2[CH:42]=[CH:41][CH:40]=[CH:39][CH:38]=2)[CH:33]=[CH:32][C:31]([C:34](O)=[O:35])=[CH:30][CH:29]=1>>[O:4]1[C:8]2=[C:9]([N:13]3[CH2:18][CH2:17][N:16]([CH2:19][CH2:20][C@H:21]4[CH2:26][CH2:25][C@H:24]([NH:27][C:34]([C:31]5[CH:32]=[CH:33][C:28]([C:37]6[CH:38]=[CH:39][CH:40]=[CH:41][CH:42]=6)=[CH:29][CH:30]=5)=[O:35])[CH2:23][CH2:22]4)[CH2:15][CH2:14]3)[N:10]=[CH:11][CH:12]=[C:7]2[CH2:6][CH2:5]1 |f:0.1.2.3|. Reported procedure: The title compound, white solid (117 mg, 92%), MS (ISP) m/z=511.6 [(M+H)+], mp 220.5° C., was prepared in accordance with the general method of example 6 from trans-4-{2-[4-(2,3-dihydro-furo[2,3-c]pyridin-7-yl)-piperazin-1-yl]-ethyl}-cyclohexylamine trihydrochloride (intermediate B) (110 mg, 0.25 mmol) and biphenyl-4-carboxylic acid.